Dataset: the Open Reaction Database (ORD), a public repository of structured organic reaction records. Task: describe an organic reaction: reactants, conditions, products, and yield Reactants: BrCCBr, O=[N+]([O-])c1ccc(Br)cc1, CC(C)(C)OC(=O)N1CC(I)C1, C[Si](C)(C)Cl, O=C(C=Cc1ccccc1)C=Cc1ccccc1, O=C(C=Cc1ccccc1)C=Cc1ccccc1, O=C(C=Cc1ccccc1)C=Cc1ccccc1, [Pd], [Pd]. Product: CC(C)(C)OC(=O)N1CC(c2ccc([N+](=O)[O-])cc2)C1. As a reaction SMILES: [Br:13][CH2:14][CH2:15][Br:16].[Br:22][c:23]1[cH:24][cH:25][c:26]([N+:29](=[O:30])[O-:31])[cH:27][cH:28]1.[C:1]([CH3:2])([CH3:3])([CH3:4])[O:5][C:6](=[O:7])[N:8]1[CH2:9][CH:10]([I:12])[CH2:11]1.[CH3:17][Si:18]([Cl:19])([CH3:20])[CH3:21].[O:34]=[C:35]([CH:36]=[CH:37][c:38]1[cH:39][cH:40][cH:41][cH:42][cH:43]1)[CH:44]=[CH:45][c:46]1[cH:47][cH:48][cH:49][cH:50][cH:51]1.[O:52]=[C:53]([CH:54]=[CH:55][c:56]1[cH:57][cH:58][cH:59][cH:60][cH:61]1)[CH:62]=[CH:63][c:64]1[cH:65][cH:66][cH:67][cH:68][cH:69]1.[O:70]=[C:71]([CH:72]=[CH:73][c:74]1[cH:75][cH:76][cH:77][cH:78][cH:79]1)[CH:80]=[CH:81][c:82]1[cH:83][cH:84][cH:85][cH:86][cH:87]1.[Pd:32].[Pd:33]>>[C:1]([CH3:2])([CH3:3])([CH3:4])[O:5][C:6](=[O:7])[N:8]1[CH2:9][CH:10]([c:23]2[cH:24][cH:25][c:26]([N+:29](=[O:30])[O-:31])[cH:27][cH:28]2)[CH2:11]1. Starting materials: resultant mixture, C(C)(=O)C=1C=C(C(=O)N2CCN(CC2)C(=O)OC(C)(C)C)C=CC1 (tert-butyl 4-(3-acetylbenzoyl)piperazine-1-carboxylate), N#N (N2), (S)-Methyl oxazaborolidine, Cl (HCl), C(C)N(C1=CC=CC=C1)CC.B (borane-N,N-diethylaniline). The solvent is C1(=CC=CC=C1)C (toluene), C1(=CC=CC=C1)C (toluene), C1(=CC=CC=C1)C (toluene), CO (MeOH). The product is O[C@@H](C)C=1C=C(CN2CCN(CC2)C(=O)OC(C)(C)C)C=CC1 ((S)-tert-butyl 4-(3-(1-hydroxyethyl)benzyl)piperazine-1-carboxylate), white solid. RXN SMILES: N#N.C(N(CC)C1C=CC=CC=1)C.B.[C:15]([C:18]1[CH:19]=[C:20]([CH:36]=[CH:37][CH:38]=1)[C:21]([N:23]1[CH2:28][CH2:27][N:26]([C:29]([O:31][C:32]([CH3:35])([CH3:34])[CH3:33])=[O:30])[CH2:25][CH2:24]1)=O)(=[O:17])[CH3:16].Cl>C1(C)C=CC=CC=1.CO>[OH:17][C@H:15]([C:18]1[CH:19]=[C:20]([CH:36]=[CH:37][CH:38]=1)[CH2:21][N:23]1[CH2:24][CH2:25][N:26]([C:29]([O:31][C:32]([CH3:33])([CH3:35])[CH3:34])=[O:30])[CH2:27][CH2:28]1)[CH3:16] |f:1.2|. Procedure: Under a positive pressure of N2 1-1.5M solution of (S)-Methyl oxazaborolidine (0.5 mL, 5.0 mmol) was diluted in 2 mL of toluene and treated with 3.6 mL of borane-N,N-diethylaniline. The tert-butyl 4-(3-acetylbenzoyl)piperazine-1-carboxylate from above in 3 mL of anhydrous toluene was added to the above solution over 1 hour and stirred for an additional hour. The mixture was stirred at 20° C. for another hour. To the mixture was added 6 mL MeOH, 12 mL 1N HCl and the resultant mixture stirred for ... Starting materials: [BH4-], C1CCOC1, COC(=O)c1ccc(C2CCC(=O)CC2)cc1C, [Na+]. Product: COC(=O)c1ccc(C2CCC(O)CC2)cc1C. As a reaction SMILES: [BH4-:19].[CH2:21]1[O:22][CH2:23][CH2:24][CH2:25]1.[CH3:1][c:2]1[c:3]([C:4](=[O:5])[O:6][CH3:7])[cH:8][cH:9][c:10]([CH:12]2[CH2:13][CH2:14][C:15](=[O:18])[CH2:16][CH2:17]2)[cH:11]1.[Na+:20]>>[CH3:1][c:2]1[c:3]([C:4](=[O:5])[O:6][CH3:7])[cH:8][cH:9][c:10]([CH:12]2[CH2:13][CH2:14][CH:15]([OH:18])[CH2:16][CH2:17]2)[cH:11]1. Reactants: N[C@@H](C(C)C)C(=O)N[C@@H](C(C)C)C(=O)OC(C)(C)C.Cl (H-Val-Val-OBut.HCl), C(C)N1CCOCC1 (N-ethylmorpholine), C=1C=CC2=C(C1)N=NN2O (HOBt), Example 21 ( C ), Example 21 ( B ), N([C@@H](CCC(OCC1=CC=CC=C1)=O)C(=O)O)C(=O)OCC1=CC=CC=C1 (Z-Glu(OBzl)-OH), C1CCC(CC1)N=C=NC2CCCCC2 (DCC). Run in CN(C=O)C (dimethylformamide), CCOCC (ether). Yields the product N[C@@H](CCC(O)=O)C(=O)N[C@@H](C(C)C)C(=O)N[C@@H](C(C)C)C(=O)OC(C)(C)C (H-Glu-Val-Val-OBut). Reaction SMILES: [NH2:1][C@H:2]([C:6]([NH:8][C@H:9]([C:13]([O:15][C:16]([CH3:19])([CH3:18])[CH3:17])=[O:14])[CH:10]([CH3:12])[CH3:11])=[O:7])[CH:3]([CH3:5])[CH3:4].Cl.[NH:21](C(OCC1C=CC=CC=1)=O)[C@H:22]([C:35](O)=[O:36])[CH2:23][CH2:24][C:25](=[O:34])[O:26]CC1C=CC=CC=1.C1C=CC2N(O)N=NC=2C=1.C(N1CCOCC1)C.C1CCC(N=C=NC2CCCCC2)CC1>CN(C)C=O.CCOCC>[NH2:21][C@H:22]([C:35]([NH:1][C@H:2]([C:6]([NH:8][C@H:9]([C:13]([O:15][C:16]([CH3:19])([CH3:18])[CH3:17])=[O:14])[CH:10]([CH3:11])[CH3:12])=[O:7])[CH:3]([CH3:5])[CH3:4])=[O:36])[CH2:23][CH2:24][C:25](=[O:26])[OH:34] |f:0.1|. Reported procedure: 31 g of H-Val-Val-OBut.HCl are subjected, analogously to Example 21 (B), to a condensation reaction with 37 g of Z-Glu(OBzl)-OH in dimethylformamide in the presence of 13.5 g of HOBt and 12.8 ml of N-ethylmorpholine, by means of 22 g of DCC. After working up analogously to this example, catalytic hydrogenation is carried out as described in Example 21 (C). The compound insoluble in ether is isolated and is a single substance according to thin layer chromatography. Yield 51 g. Starting materials: CCCCOCCCC, O=C(Cl)C(=O)Cl, Clc1ccc2[nH]ccc2c1. Yields the product O=C(Cl)C(=O)c1c[nH]c2ccc(Cl)cc12. Reaction SMILES: [CH2:17]([O:18][CH2:19][CH2:20][CH2:21][CH3:22])[CH2:23][CH2:24][CH3:25].[Cl:11][C:12](=[O:13])[C:14](=[O:15])[Cl:16].[Cl:1][c:2]1[cH:3][c:4]2[cH:5][cH:6][nH:7][c:8]2[cH:9][cH:10]1>>[Cl:1][c:2]1[cH:3][c:4]2[c:5]([C:14]([C:12]([Cl:11])=[O:13])=[O:15])[cH:6][nH:7][c:8]2[cH:9][cH:10]1. The product is ClC=1C2=C(C=NC1NCCN1CCOCC1)C(OC2CCC)=C2C(NC1=CC=C(C=C21)F)=O (3-[7-Chloro-6-(2-morpholin-4-yl-ethylamino)-1-propyl-1H-furo[3,4-c]pyridin-3-ylidene]-5-fluoro-1,3-dihydro-indol-2-one). Starting materials: N1(CCOCC1)CCN (2-morpholin-4-yl-ethylamine), ClC1=C(C2=C(C=N1)C(OC2CC)=C2C(NC1=CC=C(C=C21)F)=O)Cl (3-(6,7-dichloro-1-ethyl-1H-furo[3,4-c]pyridin-3-ylidene)-5-fluoro-1,3-dihydro-indol-2-one), O1CCOCC1 (dioxane). Conditions: temperature 100 celsius. Yield: 24.0%. Reported procedure: A solution of 2-morpholin-4-yl-ethylamine (320 mg, 2.45 mmol) in 3 mL of dioxane is treated with 3-(6,7-dichloro-1-ethyl-1H-furo[3,4-c]pyridin-3-ylidene)-5-fluoro-1,3-dihydro-indol-2-one (100 mg, 0.26 mmol) in one portion and the reaction mixture is heated to 100° C. overnight. The reaction mixture is concentrated and the residue is purified by chromatography (silica gel, 5% MeOH/EtOAc). The product containing fractions are concentrated to give the title compound as a yellow solid (29 mg, 24%). As a reaction SMILES: [N:1]1([CH2:7][CH2:8][NH2:9])[CH2:6][CH2:5][O:4][CH2:3][CH2:2]1.Cl[C:11]1[N:16]=[CH:15][C:14]2[C:17](=[C:22]3[C:30]4[C:25](=[CH:26][CH:27]=[C:28]([F:31])[CH:29]=4)[NH:24][C:23]3=[O:32])[O:18][CH:19]([CH2:20][CH3:21])[C:13]=2[C:12]=1[Cl:33].O1CCOC[CH2:35]1>>[Cl:33][C:12]1[C:13]2[CH:19]([CH2:20][CH2:21][CH3:35])[O:18][C:17](=[C:22]3[C:30]4[C:25](=[CH:26][CH:27]=[C:28]([F:31])[CH:29]=4)[NH:24][C:23]3=[O:32])[C:14]=2[CH:15]=[N:16][C:11]=1[NH:9][CH2:8][CH2:7][N:1]1[CH2:6][CH2:5][O:4][CH2:3][CH2:2]1. Starting materials: COC(C1=CN=C(C=C1)NC(C(CC1CCCC1)C1=CC=C(C=C1)S(=O)(=O)C)=O)=O (6-[3-cyclopentyl-2-(4-methanesulfonyl-phenyl)-propionylamino]-nicotinic acid methyl ester), [H-].[Al+3].[Li+].[H-].[H-].[H-] (lithium aluminum hydride), [H-].[Al+3].[Li+].[H-].[H-].[H-] (lithium aluminum hydride). Solvent: C(C)OCC (diethyl ether). Reaction conditions: temperature 0 celsius, time 30 minute. Yields the product hexanes ethyl acetate, C1(CCCC1)CC(C(=O)NC1=NC=C(C=C1)CO)C1=CC=C(C=C1)S(=O)(=O)C (3-cyclopentyl-N-(5-hydroxymethyl-pyridin-2-yl)-2-(4-methanesulfonyl-phenyl)-propionamide). Isolated yield 57.3%. As a reaction SMILES: C[O:2][C:3](=O)[C:4]1[CH:9]=[CH:8][C:7]([NH:10][C:11](=[O:29])[CH:12]([C:19]2[CH:24]=[CH:23][C:22]([S:25]([CH3:28])(=[O:27])=[O:26])=[CH:21][CH:20]=2)[CH2:13][CH:14]2[CH2:18][CH2:17][CH2:16][CH2:15]2)=[N:6][CH:5]=1.[H-].[Al+3].[Li+].[H-].[H-].[H-]>C(OCC)C>[CH:14]1([CH2:13][CH:12]([C:19]2[CH:24]=[CH:23][C:22]([S:25]([CH3:28])(=[O:27])=[O:26])=[CH:21][CH:20]=2)[C:11]([NH:10][C:7]2[CH:8]=[CH:9][C:4]([CH2:3][OH:2])=[CH:5][N:6]=2)=[O:29])[CH2:15][CH2:16][CH2:17][CH2:18]1 |f:1.2.3.4.5.6|. Procedure: A solution of 6-[3-cyclopentyl-2-(4-methanesulfonyl-phenyl)-propionylamino]-nicotinic acid methyl ester (prepared as in Example 53(B)(a), 110 mg, 0.26 mmol) in diethyl ether (500 μL) was cooled to 0° C. and then slowly treated with lithium aluminum hydride (15 mg, 0.38 mmol). The reaction mixture was stirred at 0° C. for 30 min then allowed to warm to 25° C. After 1 h at 25° C., thin layer chromatography still indicated the presence of the starting material. An additional amount of lithium alumi...